The task is: describe an organic reaction: reactants, conditions, products, and yield. This data is from the Open Reaction Database (ORD), a public repository of structured organic reaction records. Starting materials: C(C1=CC=CC=C1)N1C[C@H]([C@@H](C1)C1=C(C=C(C=C1)F)F)C(=O)OC (methyl (3S,4R)-1-benzyl-4-(2,4-difluorophenyl)pyrrolidine-3-carboxylate), 30. The reagents and catalysts are [OH-].[Pd+2].[OH-] (Palladium hydroxide). The solvent is C(C)O (ethanol). Run at time 24 hour. Product: FC1=C(C=CC(=C1)F)[C@H]1[C@@H](CNC1)C(=O)OC (Methyl (3S,4R)-4-(2,4-difluorophenyl)pyrrolidine-3-carboxylate). As a reaction SMILES: C([N:8]1[CH2:12][C@@H:11]([C:13]2[CH:18]=[CH:17][C:16]([F:19])=[CH:15][C:14]=2[F:20])[C@H:10]([C:21]([O:23][CH3:24])=[O:22])[CH2:9]1)C1C=CC=CC=1>C(O)C.[OH-].[Pd+2].[OH-]>[F:20][C:14]1[CH:15]=[C:16]([F:19])[CH:17]=[CH:18][C:13]=1[C@@H:11]1[CH2:12][NH:8][CH2:9][C@H:10]1[C:21]([O:23][CH3:24])=[O:22] |f:2.3.4|. Procedure: Palladium hydroxide (20% on carbon, 1 g) was added to a solution of methyl (3S,4R)-1-benzyl-4-(2,4-difluorophenyl)pyrrolidine-3-carboxylate, from preparation 30 (10 g, 30 mmol) in ethanol (50 mL) at room temperature. The reaction mixture was hydrogenated at 50 psi for 24 hours and then filtered through Arbocel® washing with ethanol (50 mL). The solvent was removed in vacuo to give the desired compound as a colourless oil, 7.19 g (98%). The reactants are Cl.COC=1C2=C(N=CN1)SC(=N2)NC(=O)N2CCNCC2 (piperazine-1-carboxylic acid (7-methoxy-thiazolo[5,4-d]pyrimidin-2-yl)-amide hydrochloride), BrCC1=C(C=C(C=C1)Cl)S(=O)(=O)C (1-(bromomethyl)-4-chloro-2-(methylsulfonyl)-benzene), O (water), C(C)(C)N(C(C)C)CC (N,N-diisopropylethylamine). The solvent is CN(C=O)C (N,N-dimethylformamide). Reaction conditions: temperature 80 celsius, time 3 hour. Product: hexanes ethyl acetate, COC=1C2=C(N=CN1)SC(=N2)NC(=O)N2CCN(CC2)CC2=C(C=C(C=C2)Cl)S(=O)(=O)C (4-(4-chloro-2-methanesulfonyl-benzyl)-piperazine-1-carboxylic acid (7-methoxy-thiazolo[5,4-d]pyrimidin-2-yl)-amide). The yield is 68.6%. Reaction SMILES: Cl.[CH3:2][O:3][C:4]1[C:5]2[N:12]=[C:11]([NH:13][C:14]([N:16]3[CH2:21][CH2:20][NH:19][CH2:18][CH2:17]3)=[O:15])[S:10][C:6]=2[N:7]=[CH:8][N:9]=1.C(N(CC)C(C)C)(C)C.Br[CH2:32][C:33]1[CH:38]=[CH:37][C:36]([Cl:39])=[CH:35][C:34]=1[S:40]([CH3:43])(=[O:42])=[O:41].O>CN(C)C=O>[CH3:2][O:3][C:4]1[C:5]2[N:12]=[C:11]([NH:13][C:14]([N:16]3[CH2:17][CH2:18][N:19]([CH2:32][C:33]4[CH:38]=[CH:37][C:36]([Cl:39])=[CH:35][C:34]=4[S:40]([CH3:43])(=[O:42])=[O:41])[CH2:20][CH2:21]3)=[O:15])[S:10][C:6]=2[N:7]=[CH:8][N:9]=1 |f:0.1|. Reported procedure: A mixture of piperazine-1-carboxylic acid (7-methoxy-thiazolo[5,4-d]pyrimidin-2-yl)-amide hydrochloride (as prepared in Example 1, 625 mg, 1.70 mmol) in N,N-dimethylformamide (5 mL) was treated with N,N-diisopropylethylamine (660 mg, 5.10 mmol) followed by 1-(bromomethyl)-4-chloro-2-(methylsulfonyl)-benzene (530 mg, 1.87 mmol). The reaction mixture was allowed to stir at 80° C. for 3 h. At this time, the reaction was poured into water. The aqueous layer was extracted with ethyl acetate. The orga...